Dataset: the Open Reaction Database (ORD), a public repository of structured organic reaction records. Task: describe an organic reaction: reactants, conditions, products, and yield The reactants are COC=1C=C(C=CC1)/C=C/C1=CC=C(C=C1)N ((E)-4-[2-(3-methoxy-phenyl)-vinyl]-phenylamine), C(C(=C)CC(=O)O)(=O)O (itaconic acid). Yields the product COC=1C=C(C=CC1)/C=C/C1=CC=C(C=C1)N1CC(CC1=O)C(=O)O ((RS)-(E)-1-{4-[2-(3-methoxy-phenyl)-vinyl]-phenyl}-5-oxo-pyrrolidine-3-carboxylic acid). As a reaction SMILES: [CH3:1][O:2][C:3]1[CH:4]=[C:5](/[CH:9]=[CH:10]/[C:11]2[CH:16]=[CH:15][C:14]([NH2:17])=[CH:13][CH:12]=2)[CH:6]=[CH:7][CH:8]=1.[C:18]([OH:26])(=[O:25])[C:19]([CH2:21][C:22](O)=[O:23])=[CH2:20]>>[CH3:1][O:2][C:3]1[CH:4]=[C:5](/[CH:9]=[CH:10]/[C:11]2[CH:12]=[CH:13][C:14]([N:17]3[C:22](=[O:23])[CH2:21][CH:19]([C:18]([OH:26])=[O:25])[CH2:20]3)=[CH:15][CH:16]=2)[CH:6]=[CH:7][CH:8]=1. Procedure: In an analogous manner to that described in Example 36 c), the reaction of (E)-4-[2-(3-methoxy-phenyl)-vinyl]-phenylamine with itaconic acid yields the (RS)-(E)-1-{4-[2-(3-methoxy-phenyl)-vinyl]-phenyl}-5-oxo-pyrrolidine-3-carboxylic acid as a brown solid; MS: m/e=336 (M−H)+. The reactants are CCN(C(C)C)C(C)C, O=c1c(-n2ccnc2)c[nH]n1-c1cc(Cl)ncn1, Cl, Cl, FC1(F)CCNCC1, C1CCOC1. The product is O=c1c(-n2ccnc2)c[nH]n1-c1cc(N2CCC(F)(F)CC2)ncn1. As a reaction SMILES: [CH2:29]([N:30]([CH:31]([CH3:32])[CH3:33])[CH:34]([CH3:35])[CH3:36])[CH3:37].[Cl:2][c:3]1[cH:4][c:5](-[n:9]2[nH:10][cH:11][c:12](-[n:15]3[cH:16][n:17][cH:18][cH:19]3)[c:13]2=[O:14])[n:6][cH:7][n:8]1.[ClH:1].[ClH:20].[F:21][C:22]1([F:28])[CH2:23][CH2:24][NH:25][CH2:26][CH2:27]1.[O:38]1[CH2:39][CH2:40][CH2:41][CH2:42]1>>[c:3]1([N:25]2[CH2:24][CH2:23][C:22]([F:21])([F:28])[CH2:27][CH2:26]2)[cH:4][c:5](-[n:9]2[nH:10][cH:11][c:12](-[n:15]3[cH:16][n:17][cH:18][cH:19]3)[c:13]2=[O:14])[n:6][cH:7][n:8]1. The reactants are CC(C)OC(=O)N=NC(=O)OC(C)C, C1CCOC1, CCOC(=O)CC1Cc2ccc(O)cc2CN(CC(F)(F)F)C1=O, c1ccc(P(c2ccccc2)c2ccccc2)cc1, OCCc1cn2nccnc2n1. Yields the product CCOC(=O)CC1Cc2ccc(OCCc3cn4nccnc4n3)cc2CN(CC(F)(F)F)C1=O. Reaction SMILES: [O:56]=[C:57]([O:58][CH:59]([CH3:60])[CH3:61])[N:62]=[N:63][C:64]([O:65][CH:66]([CH3:67])[CH3:68])=[O:69].[O:70]1[CH2:71][CH2:72][CH2:73][CH2:74]1.[OH:13][c:14]1[cH:15][c:16]2[c:17]([cH:35][cH:36]1)[CH2:18][CH:19]([CH2:29][C:30](=[O:31])[O:32][CH2:33][CH3:34])[C:20](=[O:28])[N:21]([CH2:23][C:24]([F:25])([F:26])[F:27])[CH2:22]2.[c:37]1([P:38]([c:39]2[cH:40][cH:41][cH:42][cH:43][cH:44]2)[c:45]2[cH:46][cH:47][cH:48][cH:49][cH:50]2)[cH:51][cH:52][cH:53][cH:54][cH:55]1.[n:1]1[n:2]2[c:3]([n:4][cH:5][cH:6]1)[n:7][c:8]([CH2:10][CH2:11][OH:12])[cH:9]2>>[n:1]1[n:2]2[c:3]([n:4][cH:5][cH:6]1)[n:7][c:8]([CH2:10][CH2:11][O:12][c:14]1[cH:15][c:16]3[c:17]([cH:35][cH:36]1)[CH2:18][CH:19]([CH2:29][C:30](=[O:31])[O:32][CH2:33][CH3:34])[C:20](=[O:28])[N:21]([CH2:23][C:24]([F:25])([F:26])[F:27])[CH2:22]3)[cH:9]2. Reactants: ClC=1C=C2C(CCOC2=CC1OC1=CC=C(C(=O)O)C=C1)C(=O)OCC (4-(6-chloro-4-(ethoxycarbonyl)chroman-7-yloxy)benzoic acid), O.ON1N=NC2=C1C=CC=C2 (1-hydroxybenzotriazole hydrate), COC1=C(C=CC(=C1)Br)CCN (2-(2-methoxy-4-bromophenyl)ethanamine), Cl.C(C)N=C=NCCCN(C)C (1-ethyl-(3-dimethylaminopropyl) carbodiimide hydrochloride). Solvent: CN(C=O)C (dimethylformamide), O (water). Reaction conditions: time 4 hour. The product is COC1=C(CCNC(=O)C2=CC=C(OC3=C(C=C4C(CCOC4=C3)C(=O)OCC)Cl)C=C2)C=CC(=C1)Br (ethyl 7-(4-(2-methoxy-4-bromophenethylcarbamoyl)phenoxy)-6-chlorochroman-4-carboxylate). Isolated yield 61.0%. Reaction SMILES: [Cl:1][C:2]1[CH:3]=[C:4]2[C:9](=[CH:10][C:11]=1[O:12][C:13]1[CH:21]=[CH:20][C:16]([C:17](O)=[O:18])=[CH:15][CH:14]=1)[O:8][CH2:7][CH2:6][CH:5]2[C:22]([O:24][CH2:25][CH3:26])=[O:23].O.ON1C2C=CC=CC=2N=N1.[CH3:38][O:39][C:40]1[CH:45]=[C:44]([Br:46])[CH:43]=[CH:42][C:41]=1[CH2:47][CH2:48][NH2:49].Cl.C(N=C=NCCCN(C)C)C>CN(C)C=O.O>[CH3:38][O:39][C:40]1[CH:45]=[C:44]([Br:46])[CH:43]=[CH:42][C:41]=1[CH2:47][CH2:48][NH:49][C:17]([C:16]1[CH:20]=[CH:21][C:13]([O:12][C:11]2[CH:10]=[C:9]3[C:4]([CH:5]([C:22]([O:24][CH2:25][CH3:26])=[O:23])[CH2:6][CH2:7][O:8]3)=[CH:3][C:2]=2[Cl:1])=[CH:14][CH:15]=1)=[O:18] |f:1.2,4.5|. Procedure: To a stirred solution of 4-(6-chloro-4-(ethoxycarbonyl)chroman-7-yloxy)benzoic acid (Preparation 1; 1.90 g; 5.04 mmol), 1-hydroxybenzotriazole hydrate (0.85 g; 5.55 mmol) and 2-(2-methoxy-4-bromophenyl)ethanamine (Preparation 6; 1.28 g; 5.55 mmol) in dry dimethylformamide (15 mL) was added 1-ethyl-(3-dimethylaminopropyl) carbodiimide hydrochloride (1.16 g; 6.05 mmol) at ambient temperature. After stirring at ambient temperature for 4 hours, the solution was diluted with 150 mL of water, stirred ...